From a dataset of the Open Reaction Database (ORD), a public repository of structured organic reaction records. describe an organic reaction: reactants, conditions, products, and yield Reactants: CCI, [H-], [Na+], COC(=O)c1cc(N2CCCCS2(=O)=O)c2nc[nH]c2c1, CN(C)C=O. Product: CCn1cnc2c(N3CCCCS3(=O)=O)cc(C(=O)OC)cc21. RXN SMILES: [CH2:24]([CH3:25])[I:26].[H-:23].[Na+:22].[O:1]=[S:2]1(=[O:21])[N:3]([c:8]2[cH:9][c:10]([C:17](=[O:18])[O:19][CH3:20])[cH:11][c:12]3[nH:13][cH:14][n:15][c:16]23)[CH2:4][CH2:5][CH2:6][CH2:7]1.[O:27]=[CH:28][N:29]([CH3:30])[CH3:31]>>[O:1]=[S:2]1(=[O:21])[N:3]([c:8]2[cH:9][c:10]([C:17](=[O:18])[O:19][CH3:20])[cH:11][c:12]3[n:13]([CH2:24][CH3:25])[cH:14][n:15][c:16]23)[CH2:4][CH2:5][CH2:6][CH2:7]1.